From a dataset of the Open Reaction Database (ORD), a public repository of structured organic reaction records. describe an organic reaction: reactants, conditions, products, and yield Starting materials: O=C([O-])[O-], NC1CCCCC1N, I[Cu]I, NC(=O)c1cc2cc(C(F)(F)F)cnc2n1Cc1cccc(F)c1, [K+], [K+], Nc1cc(Br)ccn1, C1COCCO1, O. The product is Nc1cc(NC(=O)c2cc3cc(C(F)(F)F)cnc3n2Cc2cccc(F)c2)ccn1. As a reaction SMILES: [C:33](=[O:34])([O-:35])[O-:36].[CH:39]1([NH2:40])[CH2:41][CH2:42][CH2:43][CH2:44][CH:45]1[NH2:46].[Cu:47]([I:48])[I:49].[F:1][C:2]([c:3]1[cH:4][c:5]2[c:6]([n:7][cH:8]1)[n:9]([CH2:15][c:16]1[cH:17][c:18]([F:22])[cH:19][cH:20][cH:21]1)[c:10]([C:12](=[O:13])[NH2:14])[cH:11]2)([F:23])[F:24].[K+:37].[K+:38].[NH2:25][c:26]1[n:27][cH:28][cH:29][c:30]([Br:32])[cH:31]1.[O:51]1[CH2:52][CH2:53][O:54][CH2:55][CH2:56]1.[OH2:50]>>[F:1][C:2]([c:3]1[cH:4][c:5]2[c:6]([n:7][cH:8]1)[n:9]([CH2:15][c:16]1[cH:17][c:18]([F:22])[cH:19][cH:20][cH:21]1)[c:10]([C:12](=[O:13])[NH:14][c:30]1[cH:29][cH:28][n:27][c:26]([NH2:25])[cH:31]1)[cH:11]2)([F:23])[F:24].